From a dataset of the Open Reaction Database (ORD), a public repository of structured organic reaction records. describe an organic reaction: reactants, conditions, products, and yield Starting materials: FC1=C(C(=C(OCC(=O)OC(C)C)C=C1)C)NCC1=CC(=CC(=C1)OC)C1=CC(=CC=C1)F (isopropyl 2-[4-fluoro-3-[[3-(3-fluorophenyl)-5-methoxy-phenyl]methylamino]-2-methyl-phenoxy]acetate), [Al+3].[Cl-].[Cl-].[Cl-] (AlCl3), C(C)S (ethanethiol). Solvent: C(Cl)Cl (CH2Cl2). Reaction conditions: time 2 hour. The product is FC1=C(C(=C(OCC(=O)OC(C)C)C=C1)C)NCC1=CC(=CC(=C1)O)C1=CC(=CC=C1)F (Isopropyl 2-[4-fluoro-3-[[3-(3-fluorophenyl)-5-hydroxy-phenyl]methylamino]-2-methyl-phenoxy]acetate). Isolated yield 41.2%. RXN SMILES: [F:1][C:2]1[CH:15]=[CH:14][C:5]([O:6][CH2:7][C:8]([O:10][CH:11]([CH3:13])[CH3:12])=[O:9])=[C:4]([CH3:16])[C:3]=1[NH:17][CH2:18][C:19]1[CH:24]=[C:23]([O:25]C)[CH:22]=[C:21]([C:27]2[CH:32]=[CH:31][CH:30]=[C:29]([F:33])[CH:28]=2)[CH:20]=1.[Al+3].[Cl-].[Cl-].[Cl-].C(S)C>C(Cl)Cl>[F:1][C:2]1[CH:15]=[CH:14][C:5]([O:6][CH2:7][C:8]([O:10][CH:11]([CH3:12])[CH3:13])=[O:9])=[C:4]([CH3:16])[C:3]=1[NH:17][CH2:18][C:19]1[CH:24]=[C:23]([OH:25])[CH:22]=[C:21]([C:27]2[CH:32]=[CH:31][CH:30]=[C:29]([F:33])[CH:28]=2)[CH:20]=1 |f:1.2.3.4|. Reported procedure: To a solution of isopropyl 2-[4-fluoro-3-[[3-(3-fluorophenyl)-5-methoxy-phenyl]methylamino]-2-methyl-phenoxy]acetate (300 mg, 0.66 mmol, 1 eq) and AlCl3 (526 mg, 3.95 mmol, 6 eq) in CH2Cl2 (10 mL) was added ethanethiol (245 mg, 3.95 mmol, 5 eq) at 0° C. under nitrogen. The reaction mixture was stirred at room temperature for 2 h and the resulting mixture was quenched by the addition of water. The aqueous layer was extracted with EtOAc and the combined organic extracts were washed with water, dri...